This data is from the Open Reaction Database (ORD), a public repository of structured organic reaction records. The task is: describe an organic reaction: reactants, conditions, products, and yield Reactants: solid, intermediate A, C1(=CC=CC=C1)N1N=CC=C1 (1-phenyl-1H-pyrazol), C(C)(C)OB1OC(C(O1)(C)C)(C)C (2-isopropoxy-4,4,5,5-tetramethyl-1,3,2-dioxaborolane). RXN SMILES: [C:1]1([N:7]2[CH:11]=[CH:10][CH:9]=[N:8]2)[CH:6]=[CH:5][CH:4]=[CH:3][CH:2]=1.C(O[B:16]1[O:20][C:19]([CH3:22])([CH3:21])[C:18]([CH3:24])([CH3:23])[O:17]1)(C)C>>[C:1]1([N:7]2[C:11]([B:16]3[O:20][C:19]([CH3:22])([CH3:21])[C:18]([CH3:24])([CH3:23])[O:17]3)=[CH:10][CH:9]=[N:8]2)[CH:2]=[CH:3][CH:4]=[CH:5][CH:6]=1. Procedure: The title compound, brown solid (2.0 g, 76%), MS (ISP) m/z=271.6 [(M+H)+], mp 132° C., was prepared in accordance with the general method of intermediate A from commercially available 1-phenyl-1H-pyrazol (1.40 g, 9.71 mmol) and commercially available 2-isopropoxy-4,4,5,5-tetramethyl-1,3,2-dioxaborolane. Product: C1(=CC=CC=C1)N1N=CC=C1B1OC(C(O1)(C)C)(C)C (1-Phenyl-5-(4,4,5,5-tetramethyl-[1,3,2]dioxaborolan-2-yl)-1H-pyrazole). Starting materials: CC(C)(C)ON=O, C=C(CBr)COC(C)=O, CC#N, Nc1cc([N+](=O)[O-])cc([N+](=O)[O-])c1. Yields the product C=C(COC(C)=O)Cc1cc([N+](=O)[O-])cc([N+](=O)[O-])c1. As a reaction SMILES: [C:1]([O:2][N:3]=[O:4])([CH3:5])([CH3:6])[CH3:7].[C:8]([CH3:9])(=[O:10])[O:11][CH2:12][C:13](=[CH2:14])[CH2:15][Br:16].[CH3:30][C:31]#[N:32].[N+:17](=[O:18])([O-:19])[c:20]1[cH:21][c:22]([NH2:23])[cH:24][c:25]([N+:27](=[O:28])[O-:29])[cH:26]1>>[C:8]([CH3:9])(=[O:10])[O:11][CH2:12][C:13](=[CH2:14])[CH2:15][c:22]1[cH:21][c:20]([N+:17](=[O:18])[O-:19])[cH:26][c:25]([N+:27](=[O:28])[O-:29])[cH:24]1. As a reaction SMILES: [CH2:1]([c:2]1[cH:3][cH:4][cH:5][cH:6][cH:7]1)[O:8][c:9]1[cH:10][c:11]2[cH:12][cH:13][n:14](-[c:18]3[cH:19][cH:20][c:21]([F:24])[cH:22][cH:23]3)[c:15]2[cH:16][cH:17]1.[CH3:25][CH2:26][OH:27]>>[OH:8][c:9]1[cH:10][c:11]2[cH:12][cH:13][n:14](-[c:18]3[cH:19][cH:20][c:21]([F:24])[cH:22][cH:23]3)[c:15]2[cH:16][cH:17]1. Reactants: Fc1ccc(-n2ccc3cc(OCc4ccccc4)ccc32)cc1, CCO. Product: Oc1ccc2c(ccn2-c2ccc(F)cc2)c1. Starting materials: C1CCOC1, C[Si](C)(C)[N-][Si](C)(C)C, Cc1nc(C(F)(F)F)c[nH]1, COC(=O)C(CC1CCCC1)OS(=O)(=O)C(F)(F)F, [Li+]. The product is COC(=O)C(CC1CCCC1)n1cc(C(F)(F)F)nc1C. RXN SMILES: [CH2:40]1[O:41][CH2:42][CH2:43][CH2:44]1.[CH3:11][Si:12]([CH3:13])([CH3:14])[N-:15][Si:16]([CH3:17])([CH3:18])[CH3:19].[CH3:1][c:2]1[nH:3][cH:4][c:5]([C:7]([F:8])([F:9])[F:10])[n:6]1.[CH:21]1([CH2:26][CH:27]([C:28](=[O:29])[O:30][CH3:31])[O:32][S:33]([C:34]([F:35])([F:36])[F:37])(=[O:38])=[O:39])[CH2:22][CH2:23][CH2:24][CH2:25]1.[Li+:20]>>[CH3:1][c:2]1[n:3]([CH:27]([CH2:26][CH:21]2[CH2:22][CH2:23][CH2:24][CH2:25]2)[C:28](=[O:29])[O:30][CH3:31])[cH:4][c:5]([C:7]([F:8])([F:9])[F:10])[n:6]1. Reactants: F[B-](F)(F)F.F[B-](F)(F)F.ClC[N+]12CC[N+](CC1)(CC2)F (1-(Chloromethyl)-4-fluoro-1,4-diazoniabicyclo[2.2.2]octane bis(tetrafluoroborate)), [B-](F)(F)(F)F.[B-](F)(F)(F)F.C1C[N+]2(CC[N+]1(CC2)CCl)F (SELECTFLUOR), C1(O)=CC(O)=CC=C1 (resorcinol). Run in C(C)OCC (diethyl ether), C(C)#N (acetonitrile). Reaction conditions: temperature 100 celsius. Yields the product FC1=C(C=C(C=C1)O)O (4-fluorobenzene-1,3-diol). As a reaction SMILES: F[B-](F)(F)F.F[B-](F)(F)F.ClC[N+]12CC[N+]([F:21])(CC1)CC2.[C:22]1([CH:29]=[CH:28][CH:27]=[C:25]([OH:26])[CH:24]=1)[OH:23]>C(#N)C.C(OCC)C>[F:21][C:27]1[CH:28]=[CH:29][C:22]([OH:23])=[CH:24][C:25]=1[OH:26] |f:0.1.2|. Reported procedure: [1-(Chloromethyl)-4-fluoro-1,4-diazoniabicyclo[2.2.2]octane bis(tetrafluoroborate)] (SELECTFLUOR) (1.61 g., 4.54 mmoles) in anhydrous acetonitrile (50 mL) was treated with resorcinol (0.500 g., 4.54 mmoles) and heated at 100° C. overnight. The reaction was diluted with diethyl ether, washed with H2O (2×), saturated NaHCO3 (2×), brine, dried (Na2SO4), filtered, and the filtrate concentrated under reduced pressure. MS (DCI) m/z 129 (M+H)+. The reactants are CCO, [H][H], CCOC(=O)C12C=CC(c3ccccc3)(CC1)CC2. The product is CCOC(=O)C12CCC(c3ccccc3)(CC1)CC2. As a reaction SMILES: [CH3:22][CH2:23][OH:24].[H:20][H:21].[c:1]1([C:7]23[CH:8]=[CH:9][C:10]([C:15](=[O:16])[O:17][CH2:18][CH3:19])([CH2:11][CH2:12]2)[CH2:13][CH2:14]3)[cH:2][cH:3][cH:4][cH:5][cH:6]1>>[c:1]1([C:7]23[CH2:8][CH2:9][C:10]([C:15](=[O:16])[O:17][CH2:18][CH3:19])([CH2:11][CH2:12]2)[CH2:13][CH2:14]3)[cH:2][cH:3][cH:4][cH:5][cH:6]1.